This data is from the Open Reaction Database (ORD), a public repository of structured organic reaction records. The task is: describe an organic reaction: reactants, conditions, products, and yield Product: C(CCC)C1=NC2=C(N1CC1=CC=C(C=C1)C=1C(=CC=CC1)C(=O)O)C=C(C=C2)N(C(=O)NC2CCCCC2)CCCCCC (4'-[(2-n-Butyl-6-(N-cyclohexylaminocarbonyl-n-hexyl-amino)-benzimidazol-1-yl)-methyl]biphenyl-2-carboxylic acid). Reported procedure: Prepared in analogous manner to Example 9 from tert.butyl 4'-[(2-n-butyl-6-(N-cyclohexylamino-carbonyl-n-hexylamino)-benzimidazol-1-yl)-methyl]-biphenyl-2-carboxylate and trifluoroacetic acid. RXN SMILES: [CH2:1]([C:5]1[N:9]([CH2:10][C:11]2[CH:16]=[CH:15][C:14]([C:17]3[C:18]([C:23]([O:25]C(C)(C)C)=[O:24])=[CH:19][CH:20]=[CH:21][CH:22]=3)=[CH:13][CH:12]=2)[C:8]2[CH:30]=[C:31]([N:34]([CH2:42][CH2:43][CH2:44][CH2:45][CH2:46][CH:47]=C=O)NC3CCCCC3)[CH:32]=[CH:33][C:7]=2[N:6]=1)[CH2:2][CH2:3][CH3:4].FC(F)(F)[C:52]([OH:54])=O>>[CH2:1]([C:5]1[N:9]([CH2:10][C:11]2[CH:12]=[CH:13][C:14]([C:17]3[C:18]([C:23]([OH:25])=[O:24])=[CH:19][CH:20]=[CH:21][CH:22]=3)=[CH:15][CH:16]=2)[C:8]2[CH:30]=[C:31]([N:34]([CH2:42][CH2:43][CH2:44][CH2:45][CH2:46][CH3:47])[C:52]([NH:6][CH:7]3[CH2:33][CH2:32][CH2:31][CH2:30][CH2:8]3)=[O:54])[CH:32]=[CH:33][C:7]=2[N:6]=1)[CH2:2][CH2:3][CH3:4]. Starting materials: C(CCC)C1=NC2=C(N1CC1=CC=C(C=C1)C=1C(=CC=CC1)C(=O)OC(C)(C)C)C=C(C=C2)N(NC2CCCCC2)CCCCCC=C=O (tert.butyl 4'-[(2-n-butyl-6-(N-cyclohexylamino-carbonyl-n-hexylamino)-benzimidazol-1-yl)-methyl]-biphenyl-2-carboxylate), FC(C(=O)O)(F)F (trifluoroacetic acid). Starting materials: [BH4-], CO, CC1C(c2cc(C(F)(F)F)cc(C(F)(F)F)c2)OC(=O)N1Cc1cc(C(F)(F)F)ccc1C=O, [Na+]. Product: CC1C(c2cc(C(F)(F)F)cc(C(F)(F)F)c2)OC(=O)N1Cc1cc(C(F)(F)F)ccc1CO. RXN SMILES: [BH4-:35].[CH3:37][OH:38].[F:1][C:2]([c:3]1[cH:4][c:5]([CH:13]2[CH:14]([CH3:32])[N:15]([CH2:19][c:20]3[c:21]([CH:22]=[O:23])[cH:24][cH:25][c:26]([C:28]([F:29])([F:30])[F:31])[cH:27]3)[C:16](=[O:18])[O:17]2)[cH:6][c:7]([C:9]([F:10])([F:11])[F:12])[cH:8]1)([F:33])[F:34].[Na+:36]>>[F:1][C:2]([c:3]1[cH:4][c:5]([CH:13]2[CH:14]([CH3:32])[N:15]([CH2:19][c:20]3[c:21]([CH2:22][OH:23])[cH:24][cH:25][c:26]([C:28]([F:29])([F:30])[F:31])[cH:27]3)[C:16](=[O:18])[O:17]2)[cH:6][c:7]([C:9]([F:10])([F:11])[F:12])[cH:8]1)([F:33])[F:34]. Starting materials: CC1=CN=C(S1)C=1C=NC=CC1 (5-Methyl-2-(3-pyridyl)-thiazole), C(\C=C\C(=O)[O-])(=O)[O-] (fumarate), (C12H16N2O2S)C. Yields the product CC1=CN=C(S1)C=1CN(CCC1)C (5-Methyl-2-(1-methyl-1,2,5,6-tetrahydro-3-pyridyl)-thiazole). RXN SMILES: [CH3:1][C:2]1[S:6][C:5]([C:7]2[CH:8]=[N:9][CH:10]=[CH:11][CH:12]=2)=[N:4][CH:3]=1.[C:13]([O-])(=O)/C=C/C([O-])=O>>[CH3:1][C:2]1[S:6][C:5]([C:7]2[CH2:8][N:9]([CH3:13])[CH2:10][CH2:11][CH:12]=2)=[N:4][CH:3]=1. Procedure details: The title compound was prepared from 88 (2.2 g, 0.013 mol) by the procedure described in Example 49. The crude free base obtained, 89, was converted to the title fumarate, 90. Yield: 0.8 g (0.0032 mol, 25%). M.P. 159°-160° C. Anal. (C12H16N2O2S)C, H, N. Starting materials: FC(C=1C=C(CN2N=NC(=C2C2=CC=CC=C2)C2=C(C(=NO2)CCO)C(=O)C2=C(C=CC=C2)Cl)C=C(C1)C(F)(F)F)(F)F ([5-[1-(3,5-bis-trifluoromethyl-benzyl)-5-phenyl-1H-[1,2,3]triazol-4-yl]-3-(2-hydroxy-ethyl)-isoxazol-4-yl]-(2-chloro-phenyl)-methanone), Cl.NO (hydroxylamine HCl). Run in N1=CC=CC=C1 (pyridine). Run at time 8 hour. Yields the product FC(C=1C=C(CN2N=NC(=C2C2=CC=CC=C2)C2=C(C(=NO2)CCO)C(=NO)C2=C(C=CC=C2)Cl)C=C(C1)C(F)(F)F)(F)F ([5-[1-(3,5-bis-trifluoromethyl-benzyl)-5-phenyl-1H-[1,2,3]triazol-4-yl]-3-(2-hydroxy-ethyl)-isoxazol-4-yl]-(2-chloro-phenyl)-methanone oxime). As a reaction SMILES: [F:1][C:2]([F:43])([F:42])[C:3]1[CH:4]=[C:5]([CH:35]=[C:36]([C:38]([F:41])([F:40])[F:39])[CH:37]=1)[CH2:6][N:7]1[C:11]([C:12]2[CH:17]=[CH:16][CH:15]=[CH:14][CH:13]=2)=[C:10]([C:18]2[O:22][N:21]=[C:20]([CH2:23][CH2:24][OH:25])[C:19]=2[C:26]([C:28]2[CH:33]=[CH:32][CH:31]=[CH:30][C:29]=2[Cl:34])=O)[N:9]=[N:8]1.Cl.[NH2:45][OH:46]>N1C=CC=CC=1>[F:42][C:2]([F:43])([F:1])[C:3]1[CH:4]=[C:5]([CH:35]=[C:36]([C:38]([F:40])([F:39])[F:41])[CH:37]=1)[CH2:6][N:7]1[C:11]([C:12]2[CH:13]=[CH:14][CH:15]=[CH:16][CH:17]=2)=[C:10]([C:18]2[O:22][N:21]=[C:20]([CH2:23][CH2:24][OH:25])[C:19]=2[C:26]([C:28]2[CH:33]=[CH:32][CH:31]=[CH:30][C:29]=2[Cl:34])=[N:45][OH:46])[N:9]=[N:8]1 |f:1.2|. Procedure details: To a solution of [5-[1-(3,5-bis-trifluoromethyl-benzyl)-5-phenyl-1H-[1,2,3]triazol-4-yl]-3-(2-hydroxy-ethyl)-isoxazol-4-yl]-(2-chloro-phenyl)-methanone (1 eq) in pyridine. Add hydroxylamine HCl (10 eq) and reflux and stir overnight. Quench with H2O, extract with ethyl acetate, and concentrate. Remove remaining pyridine by azeotrope with heptane (2×) in vacuo. Dissolve in CH2Cl2, dry over MgSO4, filter and concentrate under vacuum. Purify by radial chromatography on silica gel to give the title c... The reactants are [N+](=O)([O-])C=1C=C(NC(C2=CC=C(C=C2)N2CCOCC2)=O)C=CC1[N+](=O)[O-] (3,4-dinitro-N-(4-morpholinobenzoyl)aniline), O1CCN(CC1)CC=1C=C(C=O)C=CC1 (3-morpholinomethylbenzaldehyde). Yields the product O1CCN(CC1)CC=1C=C(C=CC1)C1=NC2=C(N1)C=CC(=C2)NC(C2=CC=C(C=C2)N2CCOCC2)=O (N-(2-(3-Morpholinomethylphenyl)-1H-benzimidazol-5-yl)-4-morpholinobenzamide). As a reaction SMILES: [N+:1]([C:4]1[CH:5]=[C:6]([CH:22]=[CH:23][C:24]=1[N+:25]([O-])=O)[NH:7][C:8](=[O:21])[C:9]1[CH:14]=[CH:13][C:12]([N:15]2[CH2:20][CH2:19][O:18][CH2:17][CH2:16]2)=[CH:11][CH:10]=1)([O-])=O.[O:28]1[CH2:33][CH2:32][N:31]([CH2:34][C:35]2[CH:36]=[C:37]([CH:40]=[CH:41][CH:42]=2)[CH:38]=O)[CH2:30][CH2:29]1>>[O:28]1[CH2:33][CH2:32][N:31]([CH2:34][C:35]2[CH:36]=[C:37]([C:38]3[NH:25][C:24]4[CH:23]=[CH:22][C:6]([NH:7][C:8](=[O:21])[C:9]5[CH:14]=[CH:13][C:12]([N:15]6[CH2:20][CH2:19][O:18][CH2:17][CH2:16]6)=[CH:11][CH:10]=5)=[CH:5][C:4]=4[N:1]=3)[CH:40]=[CH:41][CH:42]=2)[CH2:30][CH2:29]1. Procedure details: Compound 419 was prepared according to the procedure similar to that described in Scheme III from 3,4-dinitro-N-(4-morpholinobenzoyl)aniline and 3-morpholinomethylbenzaldehyde. [M+H]+ calcd for C29H31N5O3: 498.24; found: 497.98. The reactants are C(C)(C)N(CC)C(C)C (diisopropylethylamine), C(C1=CC=CC=C1)OC([C@@H](NCC1=CC=C(C=C1)C1=C(C=CC=C1)C#N)C(C)C)=O (N-[(2'-cyanobiphenyl-4-yl)methyl]-(L)-valine benzyl ester), ClC(=O)OCC (ethyl chloroformate). The solvent is C(Cl)(Cl)Cl (chloroform). The product is C(C1=CC=CC=C1)OC([C@@H](N(CC1=CC=C(C=C1)C1=C(C=CC=C1)C#N)C(=O)OCC)C(C)C)=O (N-Carboethoxy-N-[(2'-cyanobiphenyl-4-yl)methyl]-(L)-valine benzyl ester). As a reaction SMILES: [CH2:1]([O:8][C:9](=[O:30])[C@H:10]([CH:27]([CH3:29])[CH3:28])[NH:11][CH2:12][C:13]1[CH:18]=[CH:17][C:16]([C:19]2[CH:24]=[CH:23][CH:22]=[CH:21][C:20]=2[C:25]#[N:26])=[CH:15][CH:14]=1)[C:2]1[CH:7]=[CH:6][CH:5]=[CH:4][CH:3]=1.C(N(C(C)C)CC)(C)C.Cl[C:41]([O:43][CH2:44][CH3:45])=[O:42]>C(Cl)(Cl)Cl>[CH2:1]([O:8][C:9](=[O:30])[C@H:10]([CH:27]([CH3:28])[CH3:29])[N:11]([C:41]([O:43][CH2:44][CH3:45])=[O:42])[CH2:12][C:13]1[CH:14]=[CH:15][C:16]([C:19]2[CH:24]=[CH:23][CH:22]=[CH:21][C:20]=2[C:25]#[N:26])=[CH:17][CH:18]=1)[C:2]1[CH:7]=[CH:6][CH:5]=[CH:4][CH:3]=1. Reported procedure: 10.0 g of N-[(2'-cyanobiphenyl-4-yl)methyl]-(L)-valine benzyl ester are dissolved in 150 ml of chloroform and treated with 8.2 ml of diisopropylethylamine at 0°. 2.4 ml of ethyl chloroformate are added and the mixture is heated to reflux for 3 hours. The reaction mixture is washed with 0.1M hydrochloric acid and brine, dried and concentrated. Amorphous product. TLC (system N3) Rf : 0.45. Starting materials: BrC1=CC2=C(C(=NC=3C=CNC(C23)=O)N[C@H](C(C)C)C(F)(F)F)C=C1 (9-bromo-6-{[(1R)-2-methyl-1-(trifluoromethyl)propyl]amino}benzo[c]-1,6-naphthyridin-1(2H)-one), C([O-])([O-])=O.[Cs+].[Cs+] (cesium carbonate), N1(CCOCC1)CC(=O)N (2-morpholin-4-ylacetamide), CC1(C2=C(C(=CC=C2)P(C3=CC=CC=C3)C4=CC=CC=C4)OC5=C(C=CC=C51)P(C6=CC=CC=C6)C7=CC=CC=C7)C (Xantphos), CC1(C2=CC=CC(=C2OC=2C(=CC=CC12)P(C1=CC=CC=C1)C1=CC=CC=C1)P(C1=CC=CC=C1)C1=CC=CC=C1)C ((9,9-dimethyl-9H-xanthene-4,5-diyl)bis(diphenylphosphine)). Reagents/catalysts: C=1C=CC(=CC1)/C=C/C(=O)/C=C/C2=CC=CC=C2.C=1C=CC(=CC1)/C=C/C(=O)/C=C/C2=CC=CC=C2.C=1C=CC(=CC1)/C=C/C(=O)/C=C/C2=CC=CC=C2.[Pd].[Pd] (Pd2(dba)3). Run in O1CCOCC1 (dioxane). Run at temperature 100 celsius. Yields the product CC([C@H](C(F)(F)F)NC1=NC=2C=CNC(C2C2=C1C=CC(=C2)NC(CN2CCOCC2)=O)=O)C (N-(6-{[(1R)-2-methyl-1-(trifluoromethyl)propyl]amino}-1-oxo-1,2-dihydrobenzo[c]-1,6-naphthyridin-9-yl)-2-morpholin-4-ylacetamide). Reaction SMILES: Br[C:2]1[CH:25]=[CH:24][C:5]2[C:6]([NH:15][C@@H:16]([C:20]([F:23])([F:22])[F:21])[CH:17]([CH3:19])[CH3:18])=[N:7][C:8]3[CH:9]=[CH:10][NH:11][C:12](=[O:14])[C:13]=3[C:4]=2[CH:3]=1.C(=O)([O-])[O-].[Cs+].[Cs+].[N:32]1([CH2:38][C:39]([NH2:41])=[O:40])[CH2:37][CH2:36][O:35][CH2:34][CH2:33]1.CC1(C)C2C(=C(P(C3C=CC=CC=3)C3C=CC=CC=3)C=CC=2)OC2C(P(C3C=CC=CC=3)C3C=CC=CC=3)=CC=CC1=2>O1CCOCC1.C1C=CC(/C=C/C(/C=C/C2C=CC=CC=2)=O)=CC=1.C1C=CC(/C=C/C(/C=C/C2C=CC=CC=2)=O)=CC=1.C1C=CC(/C=C/C(/C=C/C2C=CC=CC=2)=O)=CC=1.[Pd].[Pd]>[CH3:18][CH:17]([CH3:19])[C@@H:16]([NH:15][C:6]1[C:5]2[CH:24]=[CH:25][C:2]([NH:41][C:39](=[O:40])[CH2:38][N:32]3[CH2:37][CH2:36][O:35][CH2:34][CH2:33]3)=[CH:3][C:4]=2[C:13]2[C:12](=[O:14])[NH:11][CH:10]=[CH:9][C:8]=2[N:7]=1)[C:20]([F:22])([F:21])[F:23] |f:1.2.3,7.8.9.10.11|. Procedure: To a solution of 9-bromo-6-{[(1R)-2-methyl-1-(trifluoromethyl)propyl]amino}benzo[c]-1,6-naphthyridin-1(2H)-one (30 mg, 0.07 mmol) in dioxane (1 mL) were added cesium carbonate (83 mg, 0.25 mmol), 2-morpholin-4-ylacetamide (10 mg, 0.07 mmol), Xantphos, (9,9-dimethyl-9H-xanthene-4,5-diyl)bis(diphenylphosphine), (8.3 mg, 0.01 mmol), and Pd2(dba)3 (6.63 mg, 7.24 μmol). The solution was degassed by bubbling nitrogen gas for 5 min and heated to 100° C. for 2 hr. The solution was filtered and purified ...